This data is from the Open Reaction Database (ORD), a public repository of structured organic reaction records. The task is: describe an organic reaction: reactants, conditions, products, and yield The reactants are ferric chloride, C(C)(C)(C)OC(C1=CC(=C(C=C1)C)[N+](=O)[O-])=O (4-methyl-3-nitrobenzoic acid tert-butyl ester), O.NN (hydrazine monohydrate). The solvent is CO (methanol). Reported procedure: The compound (29.3 g, 123 mmol) of step A was dissolved in methanol (500 ml), ferric chloride (FeCl3) (1.73 g, 10.7 mmol) and activated carbon (4.5 g) were added and the mixture was stirred at room temperature. Then, hydrazine monohydrate (20 ml, 412 mmol) was added, and the mixture was heated under reflux for 45 min. The reaction mixture was cooled, filtered through celite, and the solution was concentrated under reduced pressure. The obtained oil was diluted with an ethyl acetate-hexane=1:1 mi... The product is C(C)(C)(C)OC(C1=CC(=C(C=C1)C)N)=O (4-methyl-3-aminobenzoic acid tert-butyl ester). Isolated yield 102.8%. RXN SMILES: [C:1]([O:5][C:6](=[O:17])[C:7]1[CH:12]=[CH:11][C:10]([CH3:13])=[C:9]([N+:14]([O-])=O)[CH:8]=1)([CH3:4])([CH3:3])[CH3:2].O.NN>CO>[C:1]([O:5][C:6](=[O:17])[C:7]1[CH:12]=[CH:11][C:10]([CH3:13])=[C:9]([NH2:14])[CH:8]=1)([CH3:4])([CH3:2])[CH3:3] |f:1.2|. Reported procedure: Ethanol free sodium ethoxide was mixed with 200 ml. of toluene and cooled to 0°C. A solution of p-methoxybenzaldehyde, 56.0 g. (0.412 mole), and ethyl chloroacetate, 50.5 g. (0.412 mole), in 200 ml. of toluene was added at such a rate that the temperature remained below 10°C. After stirring at 24°C. for 16 hours, the mixture was washed twice with 400 ml. portions of water and dried over anhydrous sodium sulfate. The solvent was evaporated to give a yellow liquid of about 80% purity (81.2 g.). Th... Reactants: C(C)O (Ethanol), COC1=CC=C(C=O)C=C1 (p-methoxybenzaldehyde), ClCC(=O)OCC (ethyl chloroacetate). Yields the product COC1=CC=C(C=C1)C1C(C(=O)OCC)O1 (ethyl 3-(4-methoxyphenyl)-2,3-epoxypropionate). Run in C1(=CC=CC=C1)C (toluene), C1(=CC=CC=C1)C (toluene). Run at temperature 24 celsius, time 16 hour. As a reaction SMILES: C(O)C.[CH3:4][O:5][C:6]1[CH:13]=[CH:12][C:9]([CH:10]=[O:11])=[CH:8][CH:7]=1.Cl[CH2:15][C:16]([O:18][CH2:19][CH3:20])=[O:17]>C1(C)C=CC=CC=1>[CH3:4][O:5][C:6]1[CH:13]=[CH:12][C:9]([CH:10]2[O:11][CH:15]2[C:16]([O:18][CH2:19][CH3:20])=[O:17])=[CH:8][CH:7]=1.